Dataset: the Open Reaction Database (ORD), a public repository of structured organic reaction records. Task: describe an organic reaction: reactants, conditions, products, and yield Isolated yield 77.0%. Yields the product FC(OC1=CC=C(C=C1)C1=CC=C(C=C1)C(=O)O)(F)F (4′-Trifluoromethoxy-biphenyl-4-carboxylic acid). RXN SMILES: [F:1][C:2]([F:19])([F:18])[O:3][C:4]1[CH:9]=[CH:8][C:7]([C:10]2[CH:15]=[CH:14][C:13]([CH:16]=[O:17])=[CH:12][CH:11]=2)=[CH:6][CH:5]=1.CC(C)=[O:22]>>[F:1][C:2]([F:18])([F:19])[O:3][C:4]1[CH:5]=[CH:6][C:7]([C:10]2[CH:15]=[CH:14][C:13]([C:16]([OH:22])=[O:17])=[CH:12][CH:11]=2)=[CH:8][CH:9]=1. Starting materials: FC(OC1=CC=C(C=C1)C1=CC=C(C=C1)C=O)(F)F (4′-trifluoromethoxy-biphenyl-4-carbaldehyde), CC(=O)C (acetone). Procedure details: To a cold solution of 4′-trifluoromethoxy-biphenyl-4-carbaldehyde (0.9 g, 3.38 mmol) in acetone (10 mL) the Jone's reagent was added slowly at 0° C. drop wise until reaction completes. Acetone was removed completely and the residue was diluted with water, extracted with ethyl acetate and the combined organic layers were washed with water and brine, dried over sodium sulphate and concentrated to obtain the title compound (0.7 g, 77%). Starting materials: Fc1cc(Br)ccc1I, OCCO, CCCCO, [Cu]I, [K+], [K+], [K+], O=C1N(C2CCC(O)CC2)CCC12CCCNC2, O=P([O-])([O-])[O-]. Product: O=C1N(C2CCC(O)CC2)CCC12CCCN(c1ccc(Br)cc1F)C2. RXN SMILES: [Br:19][c:20]1[cH:21][c:22]([F:27])[c:23]([I:26])[cH:24][cH:25]1.[CH2:36]([OH:37])[CH2:38][OH:39].[CH2:40]([OH:41])[CH2:42][CH2:43][CH3:44].[Cu:45][I:46].[K+:33].[K+:34].[K+:35].[OH:1][CH:2]1[CH2:3][CH2:4][CH:5]([N:8]2[C:9](=[O:18])[C:10]3([CH2:11][CH2:12]2)[CH2:13][NH:14][CH2:15][CH2:16][CH2:17]3)[CH2:6][CH2:7]1.[P:28]([O-:29])([O-:30])([O-:31])=[O:32]>>[OH:1][CH:2]1[CH2:3][CH2:4][CH:5]([N:8]2[C:9](=[O:18])[C:10]3([CH2:11][CH2:12]2)[CH2:13][N:14]([c:23]2[c:22]([F:27])[cH:21][c:20]([Br:19])[cH:25][cH:24]2)[CH2:15][CH2:16][CH2:17]3)[CH2:6][CH2:7]1. Product: C(C)N1C=C(C(C=2C=C3C(=NC12)C=C(C(=C3)F)N3CC(NCC3)C3=CC=C(C=C3)F)=O)C(=O)O ((RS)-1-Ethyl-7-fluoro-4-oxo-8-[3-(4-fluorophenyl)-1-piperazinyl]-1,4-dihydrobenzo[b][1,8]naphthyridine-3-carboxylic acid). Solvent: N1=CC=CC=C1 (pyridine). Procedure: The reaction is performed under the conditions of Example 4, but starting with 8-chloro-1-ethyl-7-fluoro-4-oxo-1,4-dihydrobenzo[b][1,8 ]-naphthyridine-3-carboxylic acid (1.5 g) and (RS)-2-(4-fluorophenyl)piperazine (3.4 g) in pyridine (15 cc). (RS)-1-Ethyl-7-fluoro-4-oxo-8-[3-(4-fluorophenyl)-1-piperazinyl]-1,4-dihydrobenzo[b][1,8]naphthyridine-3-carboxylic acid (0.92 g) is obtained in the form of a yellow solid, m.p. 298° C. Isolated yield 42.3%. Starting materials: ClC=1C(=CC=2C(=NC=3N(C=C(C(C3C2)=O)C(=O)O)CC)C1)F (8-chloro-1-ethyl-7-fluoro-4-oxo-1,4-dihydrobenzo[b][1,8 ]-naphthyridine-3-carboxylic acid), FC1=CC=C(C=C1)C1NCCNC1 ((RS)-2-(4-fluorophenyl)piperazine). Reaction SMILES: Cl[C:2]1[C:3]([F:22])=[CH:4][C:5]2[C:6]([CH:21]=1)=[N:7][C:8]1[N:9]([CH2:19][CH3:20])[CH:10]=[C:11]([C:16]([OH:18])=[O:17])[C:12](=[O:15])[C:13]=1[CH:14]=2.[F:23][C:24]1[CH:29]=[CH:28][C:27]([CH:30]2[CH2:35][NH:34][CH2:33][CH2:32][NH:31]2)=[CH:26][CH:25]=1>N1C=CC=CC=1>[CH2:19]([N:9]1[C:8]2[N:7]=[C:6]3[CH:21]=[C:2]([N:34]4[CH2:33][CH2:32][NH:31][CH:30]([C:27]5[CH:28]=[CH:29][C:24]([F:23])=[CH:25][CH:26]=5)[CH2:35]4)[C:3]([F:22])=[CH:4][C:5]3=[CH:14][C:13]=2[C:12](=[O:15])[C:11]([C:16]([OH:18])=[O:17])=[CH:10]1)[CH3:20]. The reactants are ClCCl, CS(=O)(=O)n1cc([Sn](C)(C)C)c2ccccc21, CN(C)C=O, COc1cc2ncnc(Cl)c2cc1OC. Product: COc1cc2ncnc(-c3cn(S(C)(=O)=O)c4ccccc34)c2cc1OC. RXN SMILES: [CH2:38]([Cl:39])[Cl:40].[CH3:1][S:2](=[O:3])(=[O:4])[n:5]1[cH:6][c:7]([Sn:14]([CH3:15])([CH3:16])[CH3:17])[c:8]2[cH:9][cH:10][cH:11][cH:12][c:13]12.[CH3:33][N:34]([CH3:35])[CH:36]=[O:37].[Cl:18][c:19]1[n:20][cH:21][n:22][c:23]2[cH:24][c:25]([O:31][CH3:32])[c:26]([O:29][CH3:30])[cH:27][c:28]12>>[CH3:1][S:2](=[O:3])(=[O:4])[n:5]1[cH:6][c:7](-[c:19]2[n:20][cH:21][n:22][c:23]3[cH:24][c:25]([O:31][CH3:32])[c:26]([O:29][CH3:30])[cH:27][c:28]23)[c:8]2[cH:9][cH:10][cH:11][cH:12][c:13]12. Reactants: [Al+3], [H-], [H-], [H-], [H-], [Li+], CC(CC(N)=O)c1cc2ccccc2[nH]1, NCCCc1cc2ccccc2[nH]1. The product is CC(CCN)c1cc2ccccc2[nH]1. RXN SMILES: [Al+3:30].[H-:29].[H-:32].[H-:33].[H-:34].[Li+:31].[nH:14]1[c:15]([CH:23]([CH2:24][C:25](=[O:26])[NH2:27])[CH3:28])[cH:16][c:17]2[cH:18][cH:19][cH:20][cH:21][c:22]12.[nH:1]1[c:2]2[c:3]([cH:4][cH:5][cH:6][cH:7]2)[cH:8][c:9]1[CH2:10][CH2:11][CH2:12][NH2:13]>>[nH:14]1[c:15]([CH:23]([CH2:24][CH2:25][NH2:27])[CH3:28])[cH:16][c:17]2[cH:18][cH:19][cH:20][cH:21][c:22]12. The reactants are intermediate 2.2, OC=1C=C(C(=O)NCCC2=CC=C(C=C2)[N+](=O)[O-])C=C(C1O)O (3,4,5-trihydroxy-N-[2-(4-nitrophenyl)ethyl]-benzamide), CC(C)(C)C=1C=C(C(=O)NCC2=CC=C(C=C2)[N+](=O)[O-])C=C(C1O)C(C)(C)C (3,5-bis-(1,1-dimethylethyl)-4-hydroxy-N-[(4-nitrophenyl)methyl]-benzamide). The product is OC=1C=C(C(=O)NCCC2=CC=C(C=C2)N)C=C(C1O)O (3,4,5-trihydroxy-N-[2-(4-aminophenyl)ethyl]-benzamide). The yield is 89.0%. As a reaction SMILES: [OH:1][C:2]1[CH:3]=[C:4]([CH:19]=[C:20]([OH:23])[C:21]=1[OH:22])[C:5]([NH:7][CH2:8][CH2:9][C:10]1[CH:15]=[CH:14][C:13]([N+:16]([O-])=O)=[CH:12][CH:11]=1)=[O:6].CC(C1C=C(C=C(C(C)(C)C)C=1O)C(NCC1C=CC([N+]([O-])=O)=CC=1)=O)(C)C>>[OH:1][C:2]1[CH:3]=[C:4]([CH:19]=[C:20]([OH:23])[C:21]=1[OH:22])[C:5]([NH:7][CH2:8][CH2:9][C:10]1[CH:11]=[CH:12][C:13]([NH2:16])=[CH:14][CH:15]=1)=[O:6]. Procedure: The experimental protocol used is the same as that described for intermediate 2.2, with 3,4,5-trihydroxy-N-[2-(4-nitrophenyl)ethyl]-benzamide replacing the 3,5-bis-(1,1-dimethylethyl)-4-hydroxy-N-[(4-nitrophenyl)methyl]-benzamide. A beige powder is obtained with a yield of 89%. Melting point: 167-169° C.